This data is from the Open Reaction Database (ORD), a public repository of structured organic reaction records. The task is: describe an organic reaction: reactants, conditions, products, and yield Reactants: N12C[C@@H](C(CC1)CC2)OC(=O)N2C=NC=C2 (imidazole-1-carboxylic acid (R)-1-aza-bicyclo[2.2.2]oct-3-yl ester), FC=1C=C(C=CC1)C(O)C1=CC=C(C=C1)SC ((3-fluoro-phenyl)-(4-methylsulfanyl-phenyl)-methanol). Yields the product FC=1C=C(C=CC1)C(C1=CC=C(C=C1)SC)OC(O[C@H]1CN2CCC1CC2)=O (Carbonic acid (R)-(1-aza-bicyclo[2.2.2]oct-3-yl) ester (3-fluoro-phenyl)-(4-methylsulfanyl-phenyl)-methyl ester). RXN SMILES: [N:1]12[CH2:8][CH2:7][CH:4]([CH2:5][CH2:6]1)[C@@H:3]([O:9][C:10](N1C=CN=C1)=[O:11])[CH2:2]2.[F:17][C:18]1[CH:19]=[C:20]([CH:24]([C:26]2[CH:31]=[CH:30][C:29]([S:32][CH3:33])=[CH:28][CH:27]=2)[OH:25])[CH:21]=[CH:22][CH:23]=1>>[F:17][C:18]1[CH:19]=[C:20]([CH:24]([O:25][C:10](=[O:11])[O:9][C@@H:3]2[CH:4]3[CH2:5][CH2:6][N:1]([CH2:8][CH2:7]3)[CH2:2]2)[C:26]2[CH:31]=[CH:30][C:29]([S:32][CH3:33])=[CH:28][CH:27]=2)[CH:21]=[CH:22][CH:23]=1. Procedure: The desired product was prepared by reacting imidazole-1-carboxylic acid (R)-1-aza-bicyclo[2.2.2]oct-3-yl ester with (3-fluoro-phenyl)-(4-methylsulfanyl-phenyl)-methanol.